From a dataset of the Open Reaction Database (ORD), a public repository of structured organic reaction records. describe an organic reaction: reactants, conditions, products, and yield Starting materials: ClC1CCCC=2SC=CC21 (4-chloro-4,5,6,7-tetrahydrobenzo[b]thiophene), NC(=O)N (urea), OC1CCCC=2SC=CC21 (4-hydroxy-4,5,6,7-tetrahydrobenzo[b]thiophene). Run in CN(C=O)C (dimethylformamide), C(C)(C)N(CC)C(C)C (diisopropyl ethylamine), S(=O)(Cl)Cl (thionyl chloride). Reaction conditions: temperature 50 celsius. The product is S1C2=C(C=C1)C(CCC2)NC(=O)N (4,5,6,7-tetrahydrobenzo[b]-thien-4-ylurea). RXN SMILES: O[CH:2]1[C:10]2[CH:9]=[CH:8][S:7][C:6]=2[CH2:5][CH2:4][CH2:3]1.ClC1C2C=CSC=2CCC1.[NH2:21][C:22]([NH2:24])=[O:23]>S(Cl)(Cl)=O.CN(C)C=O.C(N(C(C)C)CC)(C)C>[S:7]1[CH:8]=[CH:9][C:10]2[CH:2]([NH:21][C:22]([NH2:24])=[O:23])[CH2:3][CH2:4][CH2:5][C:6]1=2. Procedure details: A 1 gram sample of 4-hydroxy-4,5,6,7-tetrahydrobenzo[b]thiophene is stirred in the cold for several hours in thionyl chloride (5 ml.) and the mixture is evaporated to dryness. The crude 4-chloro-4,5,6,7-tetrahydrobenzo[b]thiophene is then added to a mixture of urea (1- 5 mole-equivalents) in dimethylformamide and diisopropyl ethylamine. The mixture is warmed, after several hours, to 50° C. and after 4 hours is poured on ice and the product, 4,5,6,7-tetrahydrobenzo[b]thien-4-ylurea, is collected ...